From a dataset of the Open Reaction Database (ORD), a public repository of structured organic reaction records. describe an organic reaction: reactants, conditions, products, and yield Reactants: Nc1cccc(-c2c(Cc3ccccc3)cnc3c(C(F)(F)F)cccc23)c1, O=Cc1cc2ccccc2o1. Product: FC(F)(F)c1cccc2c(-c3cccc(NCc4cc5ccccc5o4)c3)c(Cc3ccccc3)cnc12. As a reaction SMILES: [CH2:1]([c:2]1[cH:3][cH:4][cH:5][cH:6][cH:7]1)[c:8]1[cH:9][n:10][c:11]2[c:12]([C:25]([F:26])([F:27])[F:28])[cH:13][cH:14][cH:15][c:16]2[c:17]1-[c:18]1[cH:19][c:20]([NH2:24])[cH:21][cH:22][cH:23]1.[o:29]1[c:30]([CH:38]=[O:39])[cH:31][c:32]2[c:33]1[cH:34][cH:35][cH:36][cH:37]2>>[CH2:1]([c:2]1[cH:3][cH:4][cH:5][cH:6][cH:7]1)[c:8]1[cH:9][n:10][c:11]2[c:12]([C:25]([F:26])([F:27])[F:28])[cH:13][cH:14][cH:15][c:16]2[c:17]1-[c:18]1[cH:19][c:20]([NH:24][CH2:38][c:30]2[o:29][c:33]3[c:32]([cH:31]2)[cH:37][cH:36][cH:35][cH:34]3)[cH:21][cH:22][cH:23]1. Starting materials: OC=1C(=CC2=CC=CC=C2C1)C(=O)O (3-hydroxy-2-naphthoic acid), C1(O)=CC(O)=CC(O)=C1 (phloroglucinol), ice water. Reagents/catalysts: [Cl-].[Cl-].[Zn+2] (ZnCl2). Solvent: O=P(Cl)(Cl)Cl (POCl3). Run at temperature 80 celsius. Yields the product OC1=CC(=CC=2OC=3C=C4C(=CC3C(C12)=O)C=CC=C4)O (1,3-dihydroxy-12H-benzo[b]xanthen-12-one). Yield: 9.8%. RXN SMILES: [OH:1][C:2]1[C:3]([C:12]([OH:14])=O)=[CH:4][C:5]2[C:10]([CH:11]=1)=[CH:9][CH:8]=[CH:7][CH:6]=2.[C:15]1([CH:23]=[C:21](O)[CH:20]=[C:18]([OH:19])[CH:17]=1)[OH:16]>[Cl-].[Cl-].[Zn+2].O=P(Cl)(Cl)Cl>[OH:16][C:15]1[C:23]2[C:12](=[O:14])[C:3]3[CH:4]=[C:5]4[CH:6]=[CH:7][CH:8]=[CH:9][C:10]4=[CH:11][C:2]=3[O:1][C:21]=2[CH:20]=[C:18]([OH:19])[CH:17]=1 |f:2.3.4|. Procedure details: A mixture of 3-hydroxy-2-naphthoic acid (2.0 g, 10.63 mmol), phloroglucinol (1.34 g, 10.63 mmol), ZnCl2 (3.30 g, 24.24 mmol) and POCl3 (40 mL) was stirred under reflux at 80° C. for 5 hours. After the reaction was completed, the reaction mixture was cooled to room temperature and was very slowly added to 1 L of ice water. The resulting solid was allowed to stand (1 d), filtered, washed with water, and then dried under reduced pressure to obtain an ocherous compound. This compound was separated a...